Dataset: the Open Reaction Database (ORD), a public repository of structured organic reaction records. Task: describe an organic reaction: reactants, conditions, products, and yield Starting materials: C(Cl)Cl (CH2Cl2), BrC=1C=C2C(=CC=NC2=CC1)C1=C2N(N=C1C1=NC=CC=C1)CCC2 (6-bromo-4-(2-pyridin-2-yl-5,6-dihydro-4H-pyrrolo[1,2-b]pyrazol-3-yl)-quinoline), [C]=O (carbon monoxide), C(C)(=O)[O-].[Na+] (sodium acetate). The reagents and catalysts are C1=CC=C(C=C1)P([C-]2C=CC=C2)C3=CC=CC=C3.C1=CC=C(C=C1)P([C-]2C=CC=C2)C3=CC=CC=C3.Cl[Pd]Cl.[Fe+2] ([1,1′-bis(diphenylphosphino)ferrocene]dichloropalladium). Solvent: CO (methanol). Product: COC(=O)C=1C=C2C(=CC=NC2=CC1)C1=C2N(N=C1C1=NC=CC=C1)CCC2 (4-(2-Pyridin-2-yl-5,6-dihydro-4H-pyrrolo[1,2-b]pyrazol-3-yl)-quinoline-6-carboxylic acid methyl ester). Reaction SMILES: [C:1]([O-:4])(=[O:3])[CH3:2].[Na+].[CH2:6](Cl)Cl.BrC1[CH:11]=[C:12]2[C:17](=[CH:18][CH:19]=1)[N:16]=[CH:15][CH:14]=[C:13]2[C:20]1[C:24]([C:25]2[CH:30]=[CH:29][CH:28]=[CH:27][N:26]=2)=[N:23][N:22]2[CH2:31][CH2:32][CH2:33][C:21]=12.[C]=O>CO.C1C=CC(P(C2C=CC=CC=2)[C-]2C=CC=C2)=CC=1.C1C=CC(P(C2C=CC=CC=2)[C-]2C=CC=C2)=CC=1.Cl[Pd]Cl.[Fe+2]>[CH3:6][O:3][C:1]([C:2]1[CH:11]=[C:12]2[C:17](=[CH:18][CH:19]=1)[N:16]=[CH:15][CH:14]=[C:13]2[C:20]1[C:24]([C:25]2[CH:30]=[CH:29][CH:28]=[CH:27][N:26]=2)=[N:23][N:22]2[CH2:31][CH2:32][CH2:33][C:21]=12)=[O:4] |f:0.1,6.7.8.9,^3:33|. Reported procedure: To a mixture of sodium acetate (0.84 g, 10.2 mmol) and [1,1′-bis(diphenylphosphino)ferrocene]dichloropalladium (II):CH2Cl2 (42 mg, 0.05 mmol) in methanol (40 mL) is added 6-bromo-4-(2-pyridin-2-yl-5,6-dihydro-4H-pyrrolo[1,2-b]pyrazol-3-yl)-quinoline (1.0 g, 2.56 mmol). The mixture is heated at 90° C. under 68 psi carbon monoxide for 24 h. The mixture is cooled, filtered, and concentrated in vacuo. The product is partitioned between ethyl acetate and: water. The organic layer is dried over sodium... The reactants are solution, C(CCC)[Li] (butyllithium), FC1=C(C(OC)Br)C=CC(=C1F)[C@@H]1CC[C@H](CC1)CCCCC (2,3-difluoro-4-(trans-4-pentylcyclohexyl)-methoxybenzyl bromide), solution, [H-].C(C(C)C)[Al+]CC(C)C (diisobutylaluminium hydride), C#CCCCC (1-hexyne). Procedure details: 10 ml of a 20% solution of diisobutylaluminium hydride in hexane are added to a solution of 0.01 mol of 1-hexyne and 5 ml of hexane and the mixture is heated at 50° for 3 hours. It is then cooled to 25°, 6.3 ml of a 15% solution of butyllithium in hexane are added dropwise, after 30 minutes 0.01 mol of 2,3-difluoro-4-(trans-4-pentylcyclohexyl)-methoxybenzyl bromide, dissolved in 15 ml of tetrahydrofuran, are added dropwise and the mixture is heated under reflux for 12 hours. Working up gives 2,3... Yields the product FC1=C(C=C(C(=C1F)[C@@H]1CC[C@H](CC1)CCCCC)OC)C\C=C\CCCC (2,3-difluoro-4-(trans-4-pentylcyclohexyl)-methoxy-trans-hept-2-enylbenzene). Solvent: O1CCCC1 (tetrahydrofuran), CCCCCC (hexane), CCCCCC (hexane), CCCCCC (hexane). Reaction SMILES: [H-].[CH2:2]([Al+]CC(C)C)C(C)C.[CH:11]#[C:12][CH2:13][CH2:14][CH2:15]C.[CH2:17]([Li])[CH2:18][CH2:19][CH3:20].[F:22][C:23]1[C:32]([F:33])=[C:31]([C@H:34]2[CH2:39][CH2:38][C@H:37]([CH2:40][CH2:41][CH2:42]CC)CC2)[CH:30]=[CH:29][C:24]=1[CH:25](Br)[O:26][CH3:27]>CCCCCC.O1CCCC1>[F:33][C:32]1[C:23]([F:22])=[C:24]([C@H:29]2[CH2:20][CH2:19][C@H:18]([CH2:11][CH2:12][CH2:13][CH2:14][CH3:15])[CH2:17][CH2:30]2)[C:25]([O:26][CH3:27])=[CH:2][C:31]=1[CH2:34]/[CH:39]=[CH:38]/[CH2:37][CH2:40][CH2:41][CH3:42] |f:0.1|. The reactants are NC1CCN(CC1)CCN1C(N=NC2=C1C=C(C=C2)Cl)=O (4-[2-(4-Aminopiperidin-1-yl)ethyl]-6-chloro-1,2,4-benzotriazin-3(4H)-one), NC1CCN(CC1)CCN1C(N=NC2=C1C=C(C=C2)Cl)=O (4-[2-(4-Aminopiperidin-1-yl)ethyl]-6-chloro-1,2,4-benzotriazin-3(4H)-one), O=C1NC2=C(OC1)C=CC(=N2)C=O (3-oxo-3,4-dihydro-2H-pyrido[3,2-b][1,4]oxazine-6-carbaldehyde), C(C)(=O)O[BH3-].[Na+] (sodium acetoxyborohydride), CO (methanol). The solvent is ClCCl (dichloromethane), CCOCC (ether). The product is ClC=1C=CC2=C(N(C(N=N2)=O)CCN2CCC(CC2)NCC=2C=CC=3OCC(NC3N2)=O)C1 (6-[({1-[2-(6-Chloro-3-oxo-1,2,4-benzotriazin-4(3H)-yl)ethyl]piperidin-4-yl}amino)methyl]-2H-pyrido[3,2-b][1,4]oxazin-3(4H)-one). The yield is 32.3%. Reaction SMILES: [NH2:1][CH:2]1[CH2:7][CH2:6][N:5]([CH2:8][CH2:9][N:10]2[C:15]3[CH:16]=[C:17]([Cl:20])[CH:18]=[CH:19][C:14]=3[N:13]=[N:12][C:11]2=[O:21])[CH2:4][CH2:3]1.[O:22]=[C:23]1[CH2:28][O:27][C:26]2[CH:29]=[CH:30][C:31]([CH:33]=O)=[N:32][C:25]=2[NH:24]1.C(O[BH3-])(=O)C.[Na+].CO>ClCCl.CCOCC>[Cl:20][C:17]1[CH:18]=[CH:19][C:14]2[N:13]=[N:12][C:11](=[O:21])[N:10]([CH2:9][CH2:8][N:5]3[CH2:6][CH2:7][CH:2]([NH:1][CH2:33][C:31]4[CH:30]=[CH:29][C:26]5[O:27][CH2:28][C:23](=[O:22])[NH:24][C:25]=5[N:32]=4)[CH2:3][CH2:4]3)[C:15]=2[CH:16]=1 |f:2.3|. Procedure details: 4-[2-(4-Aminopiperidin-1-yl)ethyl]-6-chloro-1,2,4-benzotriazin-3(4H)-one (Intermediate 207, 67 mg) was reacted with 3-oxo-3,4-dihydro-2H-pyrido[3,2-b][1,4]oxazine-6-carbaldehyde (WO 2004/058144) (360 mg) and sodium acetoxyborohydride (76 mg) as described for Example 107. Chromatography on silica gel with 0-20% methanol in dichloromethane and trituration from ether gave 33 mg of the title compound. The reactants are [Al+3], CCOC(C)=O, CCOCC, CCCC(CC(O)(C(=O)OCC)C(F)(F)F)c1cccc(F)c1OC, [H-], [H-], [H-], [H-], [Li+], O. Product: CCCC(CC(O)(C=O)C(F)(F)F)c1cccc(F)c1OC. As a reaction SMILES: [Al+3:27].[CH3:32][CH2:33][O:34][C:35](=[O:36])[CH3:37].[CH3:39][CH2:40][O:41][CH2:42][CH3:43].[F:1][c:2]1[c:3]([O:24][CH3:25])[c:4]([CH:8]([CH2:9][C:10]([C:11](=[O:12])[O:13][CH2:14][CH3:15])([C:16]([F:17])([F:18])[F:19])[OH:20])[CH2:21][CH2:22][CH3:23])[cH:5][cH:6][cH:7]1.[H-:26].[H-:29].[H-:30].[H-:31].[Li+:28].[OH2:38]>>[F:1][c:2]1[c:3]([O:24][CH3:25])[c:4]([CH:8]([CH2:9][C:10]([CH:11]=[O:12])([C:16]([F:17])([F:18])[F:19])[OH:20])[CH2:21][CH2:22][CH3:23])[cH:5][cH:6][cH:7]1. The reactants are ClC=1C=C2C=3C=CC(=CC3NC2=CC1)C(C(=O)O)C (6-chloro-α-methylcarbazole-2-acetic acid), ( a ), ClC=1C=C2C=3C=CC(=CC3NC2=CC1)C(C(=O)O)(C)O (6-chloro-α-hydroxy-α-methylcarbazole-2-acetic acid). The product is ClC=1C=C2C=3C=CC(=CC3NC2=CC1)C(C(=O)O)=C (6-chloro-α-methylene-2-carbazole acetic acid). RXN SMILES: [Cl:1][C:2]1[CH:3]=[C:4]2[C:12](=[CH:13][CH:14]=1)[NH:11][C:10]1[CH:9]=[C:8]([CH:15]([CH3:19])[C:16]([OH:18])=[O:17])[CH:7]=[CH:6][C:5]2=1.ClC1C=C2C(=CC=1)NC1C=C(C(O)(C)C(O)=O)C=CC2=1>>[Cl:1][C:2]1[CH:3]=[C:4]2[C:12](=[CH:13][CH:14]=1)[NH:11][C:10]1[CH:9]=[C:8]([C:15](=[CH2:19])[C:16]([OH:18])=[O:17])[CH:7]=[CH:6][C:5]2=1. Procedure: In yet another aspect, the invention relates to the process of preparing 6-chloro-α-methylcarbazole-2-acetic acid by a process which comprises the steps of (a) treating 6-chloro-α-hydroxy-α-methylcarbazole-2-acetic acid with a dehydrating agent to yield 6-chloro-α-methylene-2-carbazole acetic acid; (b) hydrogenating the reaction product of step (a) to obtain the desired 6-chloro-α-methylcarbazole-2-acetic acid. Alternatively, the 6-chloro-α-hydroxy-α-methylcarbazole-2-acetic acid can be treated ... Product: CC(C)OP(=O)(OC(C)C)c1ccccc1c2ccccc2. Starting materials: CC(C)OP(=O)OC(C)C (effective_coupling_partner), CC(C)(C)C(=O)Oc1ccccc1c2ccccc2 (substrate). The reagents and catalysts are dcype. Conditions: temperature 100 celsius, time 46 hour. The reactants are BrCCN1C(C2=CC=CC=C2C1=O)=O (2-(2-bromoethyl)isoindoline-1,3-dione), P(OCC)(OCC)OCC (triethyl phosphite). Conditions: temperature 130 celsius, time 18 hour. Yields the product O=C1N(C(C2=CC=CC=C12)=O)CCP(OCC)(OCC)=O (diethyl 2-(1,3-dioxoisoindolin-2-yl)ethylphosphonate). As a reaction SMILES: Br[CH2:2][CH2:3][N:4]1[C:12](=[O:13])[C:11]2[C:6](=[CH:7][CH:8]=[CH:9][CH:10]=2)[C:5]1=[O:14].[P:15]([O:22]CC)([O:19][CH2:20][CH3:21])[O:16][CH2:17][CH3:18]>>[O:14]=[C:5]1[C:6]2[C:11](=[CH:10][CH:9]=[CH:8][CH:7]=2)[C:12](=[O:13])[N:4]1[CH2:3][CH2:2][P:15](=[O:22])([O:19][CH2:20][CH3:21])[O:16][CH2:17][CH3:18]. Procedure: Into a 50-mL round-bottom flask purged and maintained with an inert atmosphere of nitrogen, was placed 2-(2-bromoethyl)isoindoline-1,3-dione (8 g, 31.50 mmol, 1.00 equiv) and triethyl phosphite (6.2 g, 37.35 mmol, 1.19 equiv). The resulting solution was stirred for 18 h at 130° C. The resulting mixture was concentrated under vacuum. The crude product was re-crystallized from ether:n-hexane (1:2). This resulted in 5 g (48%) of diethyl 2-(1,3-dioxoisoindolin-2-yl)ethylphosphonate as a white solid.